This data is from the Open Reaction Database (ORD), a public repository of structured organic reaction records. The task is: describe an organic reaction: reactants, conditions, products, and yield Reactants: COCCOC(N)=O, [Cl-], [Cl-], O=C=NCCCCCC(=O)Cl, [Zn+2]. The product is COCCOC(=O)NC(=O)CCCCCN=C=O. As a reaction SMILES: [CH3:1][O:2][CH2:3][CH2:4][O:5][C:6]([NH2:7])=[O:8].[Cl-:20].[Cl-:22].[N:9](=[C:10]=[O:11])[CH2:12][CH2:13][CH2:14][CH2:15][CH2:16][C:17](=[O:18])[Cl:19].[Zn+2:21]>>[CH3:1][O:2][CH2:3][CH2:4][O:5][C:6]([NH:7][C:17]([CH2:16][CH2:15][CH2:14][CH2:13][CH2:12][N:9]=[C:10]=[O:11])=[O:18])=[O:8]. Reactants: NOCc1ccccc1, CC(=O)[O-], COC(=O)C1(C=O)CCC(C)(C)CC1, CO, Cl, [Na+]. Product: COC(=O)C1(C=NOCc2ccccc2)CCC(C)(C)CC1. RXN SMILES: [CH2:21]([c:22]1[cH:23][cH:24][cH:25][cH:26][cH:27]1)[O:28][NH2:29].[CH3:16][C:17](=[O:18])[O-:19].[CH3:1][O:2][C:3](=[O:4])[C:5]1([CH:13]=[O:14])[CH2:6][CH2:7][C:8]([CH3:11])([CH3:12])[CH2:9][CH2:10]1.[CH3:30][OH:31].[ClH:20].[Na+:15]>>[CH3:1][O:2][C:3](=[O:4])[C:5]1([CH:13]=[N:29][O:28][CH2:21][c:22]2[cH:23][cH:24][cH:25][cH:26][cH:27]2)[CH2:6][CH2:7][C:8]([CH3:11])([CH3:12])[CH2:9][CH2:10]1.